This data is from the Open Reaction Database (ORD), a public repository of structured organic reaction records. The task is: describe an organic reaction: reactants, conditions, products, and yield The reactants are CN(C)C(OC(C)(C)C)OC(C)(C)C, Cc1ccccc1, O=C(O)c1c(F)cccc1I. Product: CC(C)(C)OC(=O)c1c(F)cccc1I. RXN SMILES: [C:1]([O:5][CH:6]([N:2]([CH3:3])[CH3:4])[O:10][C:11]([CH3:12])([CH3:13])[CH3:14])([CH3:7])([CH3:8])[CH3:9].[CH3:26][c:27]1[cH:28][cH:29][cH:30][cH:31][cH:32]1.[F:15][c:16]1[c:17]([C:18]([OH:19])=[O:20])[c:21]([I:25])[cH:22][cH:23][cH:24]1>>[O:5]=[C:6]([O:10][C:11]([CH3:12])([CH3:13])[CH3:14])[c:17]1[c:16]([F:15])[cH:24][cH:23][cH:22][c:21]1[I:25]. Starting materials: C(C(=O)O)(=O)O (oxalic acid), O1[C@@H](C1)COC1=C2C=CNC2=CC=C1 ((S)-(+)-4-(oxiranylmethoxy)-1H-indole), OC1(CCNCC1)C1=CC=CC=C1 (4-hydroxy-4-phenylpiperidine), CO (methanol). Solvent: C(C)(=O)OCC (ethyl acetate), C(C)(=O)OCC (ethyl acetate). The product is C(C(=O)O)(=O)O.N1C=CC2=C(C=CC=C12)OC[C@H](CN1CCC(CC1)(C1=CC=CC=C1)O)O ((2S)-(-)-1-(4-indolyloxy)-3-(4-hydroxy-4-phenylpiperidin-1-yl)-2-propanol ethanedioate). RXN SMILES: [O:1]1[CH2:3][C@H:2]1[CH2:4][O:5][C:6]1[CH:14]=[CH:13][CH:12]=[C:11]2[C:7]=1[CH:8]=[CH:9][NH:10]2.[OH:15][C:16]1([C:22]2[CH:27]=[CH:26][CH:25]=[CH:24][CH:23]=2)[CH2:21][CH2:20][NH:19][CH2:18][CH2:17]1.[C:28]([OH:33])(=[O:32])[C:29]([OH:31])=[O:30].CO>C(OCC)(=O)C>[C:28]([OH:33])(=[O:32])[C:29]([OH:31])=[O:30].[NH:10]1[C:11]2[C:7](=[C:6]([O:5][CH2:4][C@@H:2]([OH:1])[CH2:3][N:19]3[CH2:20][CH2:21][C:16]([OH:15])([C:22]4[CH:23]=[CH:24][CH:25]=[CH:26][CH:27]=4)[CH2:17][CH2:18]3)[CH:14]=[CH:13][CH:12]=2)[CH:8]=[CH:9]1 |f:5.6|. Reported procedure: The title compound was prepared in similar fashion from (S)-(+)-4-(oxiranylmethoxy)-1H-indole and 4-hydroxy-4-phenylpiperidine. The resulting free base was dissolved in ethyl acetate, and precipitated with one equivalent of oxalic acid in ethyl acetate in 69% overall yield. FDMS m/e=366 (M+ of free base). α[D]589 =-10.45 (c=0.61, methanol).